From a dataset of the Open Reaction Database (ORD), a public repository of structured organic reaction records. describe an organic reaction: reactants, conditions, products, and yield Reactants: CC(=O)C1=C(C=CC(=C1)Br)O (5-bromo-2-hydroxyacetophenone), [N+](=O)(O)[O-] (nitric acid). Solvent: C(Cl)(Cl)(Cl)Cl (carbon tetrachloride). Reaction conditions: temperature 75 celsius, time 50 minute. Yields the product CC(=O)C1=CC(=CC(=C1O)[N+](=O)[O-])Br (5-Bromo-2-hydroxy-3-nitroacetophenone), solid. Isolated yield 73.0%. RXN SMILES: [CH3:1][C:2]([C:4]1[CH:9]=[C:8]([Br:10])[CH:7]=[CH:6][C:5]=1[OH:11])=[O:3].[N+:12]([O-])([OH:14])=[O:13]>C(Cl)(Cl)(Cl)Cl>[CH3:1][C:2]([C:4]1[C:5]([OH:11])=[C:6]([N+:12]([O-:14])=[O:13])[CH:7]=[C:8]([Br:10])[CH:9]=1)=[O:3]. Reported procedure: A solution of 5-bromo-2-hydroxyacetophenone (23.7 g, 0.110 mol) in carbon tetrachloride (90 ml) was added with concentrated nitric acid (17.2 ml). The mixture was left under stirring at 75° C. for 50 minutes, then left to cool at room temperature. The precipitated solid was recovered by filtration washing with cold carbon tetrachloride. After drying under vacuum, 20.9 g of the title product were obtained as a light yellow solid (73% yield). Reactants: N12C3CN(CC3CC2CC1)C(=O)OCC (ethyl 1,4-diazatricyclo [6.2.0.02,6 ]decane-4-carboxylate), Ba(OH)2, C([O-])([O-])=O.[K+].[K+] (Potassium carbonate). Run in O (water). Yields the product N12C3CNCC3CC2CC1 (1,4-Diazatricyclo[6.2.0.02,6 ]decane). RXN SMILES: [N:1]12[CH2:10][CH2:9][CH:8]1[CH2:7][CH:6]1[CH:2]2[CH2:3][N:4](C(OCC)=O)[CH2:5]1.C(=O)([O-])[O-].[K+].[K+]>O>[N:1]12[CH2:10][CH2:9][CH:8]1[CH2:7][CH:6]1[CH:2]2[CH2:3][NH:4][CH2:5]1 |f:1.2.3|. Procedure: 13.7 g (65.1 mmol) of ethyl 1,4-diazatricyclo [6.2.0.02,6 ]decane-4-carboxylate are heated under reflux overnight with 42 g of Ba(OH)2. 8H2O in 150 ml of water. Potassium carbonate is added, barium carbonate is filtered off with suction and the filtrate is extracted ten times using 100 ml of chloroform each time. The extracts are dried over potassium carbonate and concentrated, and the residue is distilled. RXN SMILES: [C:31](=[O:32])([OH:33])[O-:34].[CH2:24]([SiH:25]([CH2:26][CH3:27])[CH2:28][CH3:29])[CH3:30].[Cl:1][c:2]1[cH:3][cH:4][c:5]([C:8](=[O:9])[CH:10]2[CH2:11][CH2:12][NH:13][CH2:14][CH2:15]2)[cH:6][cH:7]1.[Cl:36][CH2:37][Cl:38].[F:16][C:17]([F:18])([F:19])[S:20]([OH:21])(=[O:22])=[O:23].[Na+:35]>>[Cl:1][c:2]1[cH:3][cH:4][c:5]([CH2:8][CH:10]2[CH2:11][CH2:12][NH:13][CH2:14][CH2:15]2)[cH:6][cH:7]1. Product: Clc1ccc(CC2CCNCC2)cc1. The reactants are O=C([O-])O, CC[SiH](CC)CC, O=C(c1ccc(Cl)cc1)C1CCNCC1, ClCCl, O=S(=O)(O)C(F)(F)F, [Na+]. Reactants: NC1=CC=CC=C1 (aniline), O.ON1N=NC2=C1C=CC=C2 (1-hydroxybenzotriazole hydrate), CN1CCOCC1 (N-methylmorpholine), C(C)(=O)SCC(C(=O)N[C@@H](CC(C)C)C(=O)O)CCC1=CC=CC=C1 (N-(2-acetylthiomethyl-4-phenylbutanoyl)-(L)-leucine), 1-ethyl-3-(3-dimethyl-aminopropyl)carbodiimide hydrochloride. Solvent: C(Cl)Cl (methylene chloride), C1CCOC1 (THF). Reaction conditions: temperature 0 celsius, time 15 minute. The product is C1(=CC=CC=C1)NC([C@@H](NC(C(CCC1=CC=CC=C1)CSC(C)=O)=O)CC(C)C)=O (N-(2-Acetylthiomethyl-4-phenylbutanoyl)-(L)-leucine, N-phenylamide). Isolated yield 50.0%. Reaction SMILES: [C:1]([S:4][CH2:5][CH:6]([CH2:18][CH2:19][C:20]1[CH:25]=[CH:24][CH:23]=[CH:22][CH:21]=1)[C:7]([NH:9][C@H:10]([C:15]([OH:17])=O)[CH2:11][CH:12]([CH3:14])[CH3:13])=[O:8])(=[O:3])[CH3:2].[NH2:26][C:27]1[CH:32]=[CH:31][CH:30]=[CH:29][CH:28]=1.O.ON1C2C=CC=CC=2N=N1.CN1CCOCC1>C1COCC1.C(Cl)Cl>[C:27]1([NH:26][C:15](=[O:17])[C@H:10]([CH2:11][CH:12]([CH3:13])[CH3:14])[NH:9][C:7](=[O:8])[CH:6]([CH2:5][S:4][C:1](=[O:3])[CH3:2])[CH2:18][CH2:19][C:20]2[CH:25]=[CH:24][CH:23]=[CH:22][CH:21]=2)[CH:32]=[CH:31][CH:30]=[CH:29][CH:28]=1 |f:2.3|. Procedure: To a solution of N-(2-acetylthiomethyl-4-phenylbutanoyl)-(L)-leucine (derived from the higher Rf TLC fraction) (182 mg, 0.5 mmole) in 2 mL of THF at 0° C. was added aniline (93 mg, 1.0 mmole) and 1-hydroxybenzotriazole hydrate (HOBT′H2O), 101 mg, 0.75 mole) and N-methylmorpholine (202 mg, 2.0 mmole). The mixture was stirred at 0° C. for 15 minutes, then 192 mg of 1-ethyl-3-(3-dimethyl-aminopropyl)carbodiimide hydrochloride (EDC.HCl, 1.0 mmole) was added and the mixture stirred overnight. The sol... The reactants are ClC=1N=NC(=CC1)Cl (3,6-dichloropyridazine), N1=C(C=CC=C1)N1CCNCC1 (1-(2-pyridinyl)piperazine), C(O)([O-])=O.[Na+] (sodium hydrogencarbonate). Run in C(C)O (ethanol). The product is ClC=1N=NC(=CC1)N1CCN(CC1)C1=NC=CC=C1 (3-chloro-6-[4-(2-pyridinyl)-1-piperazinyl]pyridazine). Isolated yield 45.3%. As a reaction SMILES: [Cl:1][C:2]1[N:3]=[N:4][C:5](Cl)=[CH:6][CH:7]=1.[N:9]1[CH:14]=[CH:13][CH:12]=[CH:11][C:10]=1[N:15]1[CH2:20][CH2:19][NH:18][CH2:17][CH2:16]1.C(=O)([O-])O.[Na+]>C(O)C>[Cl:1][C:2]1[N:3]=[N:4][C:5]([N:18]2[CH2:19][CH2:20][N:15]([C:10]3[CH:11]=[CH:12][CH:13]=[CH:14][N:9]=3)[CH2:16][CH2:17]2)=[CH:6][CH:7]=1 |f:2.3|. Procedure: A mixture of 3.3 parts of 3,6-dichloropyridazine, 3.3 parts of 1-(2-pyridinyl)piperazine, 1.5 parts of sodium hydrogencarbonate and 120 parts of ethanol was stirred and refluxed over weekend. The reaction mixture was evaporated. Water was added to the residue and the product was extracted with dichloromethane. The extract was dried, filtered and evaporated. The residue was purified by column chromatography over silica gel using a mixture of trichloromethane and methanol (99:1 by volume) as eluen... Reactants: CN(C(=O)Cl)c1ccccc1, On1ccnc1. Product: CN(C(=O)On1ccnc1)c1ccccc1. Reaction SMILES: [CH3:7][N:8]([C:9](=[O:10])[Cl:11])[c:12]1[cH:13][cH:14][cH:15][cH:16][cH:17]1.[OH:1][n:2]1[cH:3][n:4][cH:5][cH:6]1>>[O:1]([n:2]1[cH:3][n:4][cH:5][cH:6]1)[C:9]([N:8]([CH3:7])[c:12]1[cH:13][cH:14][cH:15][cH:16][cH:17]1)=[O:10].